This data is from the Open Reaction Database (ORD), a public repository of structured organic reaction records. The task is: describe an organic reaction: reactants, conditions, products, and yield Reactants: [Si](C)(C)(C(C)(C)C)OCC(CO[Si](C)(C)C(C)(C)C)NC(=O)C=1N=C(SC1)N1CC(C1)OS(=O)(=O)C (1-{4-[2-(t-butyldimethylsilyloxy)-1-(t-butyldimethylsilyloxymethyl)-ethylcarbamoyl]-1,3-thiazol-2-yl}-3-methanesulfonyloxyazetidine), C(C)(=S)[O-].[K+] (potassium thioacetate). The solvent is CN(C=O)C (dimethylformamide). Conditions: temperature 80 celsius, time 8 hour. The product is C(C)(=O)SC1CN(C1)C=1SC=C(N1)C(NC(CO[Si](C)(C)C(C)(C)C)CO[Si](C)(C)C(C)(C)C)=O (3-acetylthio-1-{4-[2-(t-butyldimethylsilyloxy)-1-(t-butyldimethylsilyloxymethyl)-ethylcarbamoyl]-1,3-thiazol-2-yl}azetidine). The yield is 54.6%. Reaction SMILES: [Si:1]([O:8][CH2:9][CH:10]([NH:20][C:21]([C:23]1[N:24]=[C:25]([N:28]2[CH2:31][CH:30](OS(C)(=O)=O)[CH2:29]2)[S:26][CH:27]=1)=[O:22])[CH2:11][O:12][Si:13]([C:16]([CH3:19])([CH3:18])[CH3:17])([CH3:15])[CH3:14])([C:4]([CH3:7])([CH3:6])[CH3:5])([CH3:3])[CH3:2].[C:37]([O-:40])(=[S:39])[CH3:38].[K+]>CN(C)C=O>[C:37]([S:39][CH:30]1[CH2:31][N:28]([C:25]2[S:26][CH:27]=[C:23]([C:21](=[O:22])[NH:20][CH:10]([CH2:9][O:8][Si:1]([C:4]([CH3:7])([CH3:5])[CH3:6])([CH3:3])[CH3:2])[CH2:11][O:12][Si:13]([C:16]([CH3:19])([CH3:18])[CH3:17])([CH3:14])[CH3:15])[N:24]=2)[CH2:29]1)(=[O:40])[CH3:38] |f:1.2|. Procedure: To a solution of 1-{4-[2-(t-butyldimethylsilyloxy)-1-(t-butyldimethylsilyloxymethyl)-ethylcarbamoyl]-1,3-thiazol-2-yl}-3-methanesulfonyloxyazetidine (1.56 g, 2.53 mmol) (obtained as described in Reference Example 39(6)) in dimethylformamide (78 ml) was added potassium thioacetate (1.73 g, 15.2 mmol) at room temperature. The mixture was stirred in an oil bath (80° C.) overnight. After checking the completion of the reaction, the reaction mixture was partitioned between ethyl acetate and 10% aqueo...